This data is from the Open Reaction Database (ORD), a public repository of structured organic reaction records. The task is: describe an organic reaction: reactants, conditions, products, and yield Yields the product BrC=1SC2=C(N1)C=CC(=C2)C(=O)OC (methyl 2-bromobenzo[d]thiazole-6-carboxylate). Starting materials: BrC=1SC2=C(N1)C=CC(=C2)C(=O)O (2-Bromo-6-benzothiazolecarboxylic acid), C[Si](C)(C)C=[N+]=[N-] ((trimethylsilyl)diazomethane). Run at temperature 0 celsius, time 2 hour. As a reaction SMILES: [Br:1][C:2]1[S:3][C:4]2[CH:10]=[C:9]([C:11]([OH:13])=[O:12])[CH:8]=[CH:7][C:5]=2[N:6]=1.[CH3:14][Si](C=[N+]=[N-])(C)C>ClCCl.CO>[Br:1][C:2]1[S:3][C:4]2[CH:10]=[C:9]([C:11]([O:13][CH3:14])=[O:12])[CH:8]=[CH:7][C:5]=2[N:6]=1 |f:2.3|. The solvent is ClCCl.CO (dichloromethane methanol). Procedure: 2-Bromo-6-benzothiazolecarboxylic acid (0.500 g, 1.94 mmol) was suspended in dichloromethane/methanol (12 ml, 6:1) and cooled to 0° C. with an ice-water bath. Then, 2M (trimethylsilyl)diazomethane (2.91 ml, 5.81 mmol) was added dropwise over 5 min. The resulting mixture was warmed to room temperature and stirred at room temperature for 2 hrs. The resulting mixture was concentrated in vacuo to yield methyl 2-bromobenzo[d]thiazole-6-carboxylate. Starting materials: O=S(=O)(Cl)c1cc(F)ccc1F, CCNc1nccc(-c2cn(Cc3ccc(OC)cc3)nc2-c2cccc(N)c2)n1, c1ccncc1. Product: CCNc1nccc(-c2cn(Cc3ccc(OC)cc3)nc2-c2cccc(NS(=O)(=O)c3cc(F)ccc3F)c2)n1. As a reaction SMILES: [F:31][c:32]1[c:33]([S:39](=[O:40])(=[O:41])[Cl:42])[cH:34][c:35]([F:38])[cH:36][cH:37]1.[NH2:1][c:2]1[cH:3][c:4](-[c:8]2[n:9][n:10]([CH2:22][c:23]3[cH:24][cH:25][c:26]([O:29][CH3:30])[cH:27][cH:28]3)[cH:11][c:12]2-[c:13]2[n:14][c:15]([NH:19][CH2:20][CH3:21])[n:16][cH:17][cH:18]2)[cH:5][cH:6][cH:7]1.[cH:43]1[cH:44][cH:45][n:46][cH:47][cH:48]1>>[NH:1]([c:2]1[cH:3][c:4](-[c:8]2[n:9][n:10]([CH2:22][c:23]3[cH:24][cH:25][c:26]([O:29][CH3:30])[cH:27][cH:28]3)[cH:11][c:12]2-[c:13]2[n:14][c:15]([NH:19][CH2:20][CH3:21])[n:16][cH:17][cH:18]2)[cH:5][cH:6][cH:7]1)[S:39]([c:33]1[c:32]([F:31])[cH:37][cH:36][c:35]([F:38])[cH:34]1)(=[O:40])=[O:41]. The reactants are [H-].[H-].[H-].[H-].[Li+].[Al+3] (LiAlH4), COC(CCCC(=O)O)CCC (5-methoxycaprylic acid), Cl (hydrochloric acid). Solvent: CCOCC (ether), CCOCC (ether). Run at time 12 hour. Product: COC(CCCCO)C (5-methoxy-1-hexanol). Yield: 60.9%. Reaction SMILES: [H-].[H-].[H-].[H-].[Li+].[Al+3].[CH3:7][O:8][CH:9]([CH2:16]CC)[CH2:10][CH2:11][CH2:12][C:13](O)=[O:14].Cl>CCOCC>[CH3:7][O:8][CH:9]([CH3:16])[CH2:10][CH2:11][CH2:12][CH2:13][OH:14] |f:0.1.2.3.4.5|. Procedure: 15.3 g of LiAlH4 was added to 330 ml of dry ether, and under stirring, a solution of 53 g of the above 5-methoxycaprylic acid in 60 ml of dry ether was dropped at below 10° C. in 2 hours. After the dropping, the mixture was raised in temperature for 2 hours of stirring at 15°-20° C. After standing for 12 hours, 5%-hydrochloric acid was added to the mixture for acidification while keeping the temperature below 15° C. The mixture was then subjected to extraction with ether. The ether extract was w... The reactants are C(CC(=O)OCC)(=O)OCC (diethyl malonate), C(C)(C)(C)OC(=O)N1CCC(CC1)C=O (4-formyl-piperidine-1-carboxylic acid tert-butyl ester), N1CCCCC1 (piperidine), C(C)(=O)O (acetic acid). Solvent: C(Cl)Cl (methylene chloride), CCOC(=O)C (EtOAc). Reaction conditions: time 72 hour. The product is C(C)OC(C(C(=O)OCC)=CC1CCN(CC1)C(=O)OC(C)(C)C)=O (2-(1-tert-butoxycarbonyl-piperidin4-ylmethylene)-malonic acid diethyl ester). Isolated yield 41.3%. RXN SMILES: [C:1]([O:9][CH2:10][CH3:11])(=[O:8])[CH2:2][C:3]([O:5][CH2:6][CH3:7])=[O:4].[C:12]([O:16][C:17]([N:19]1[CH2:24][CH2:23][CH:22]([CH:25]=O)[CH2:21][CH2:20]1)=[O:18])([CH3:15])([CH3:14])[CH3:13].N1CCCCC1.C(O)(=O)C>C(Cl)Cl.CCOC(C)=O>[CH2:10]([O:9][C:1](=[O:8])[C:2](=[CH:25][CH:22]1[CH2:23][CH2:24][N:19]([C:17]([O:16][C:12]([CH3:13])([CH3:15])[CH3:14])=[O:18])[CH2:20][CH2:21]1)[C:3]([O:5][CH2:6][CH3:7])=[O:4])[CH3:11]. Procedure: To a solution of diethyl malonate (710 μL, 4.7 mmol) and 4-formyl-piperidine-1-carboxylic acid tert-butyl ester (1.0 g,4.7 mmol) in methylene chloride (5 mL) was added piperidine (46 μL, 0.47 mmol) and acetic acid (27 μL, 0.47 mmol). The reaction mixture was stirred for 72 h at room temperature and then for 16 h at 45° C. EtOAc was added and the mixture was washed with water and brine, dried and concentrated under reduced pressure. The crude was purified by flash chromatography (heptane/EtOAc, 3... The yield is 58.4%. The reagents and catalysts are CC(=O)O (AcOH). The reactants are C1CCOC1 (THF), CN (methylamine), C1CCOC1 (THF), CC(C)(C)[Si](O[C@@H]([C@H](C=O)C)[C@H](\C=C(/C[C@@H]([C@H]([C@@H]([C@H]([C@H](\C=C/C=C)C)O)C)O[Si](C)(C)C(C)(C)C)C)\C)C)(C)C ((2R,3R,4S,5Z,8S,9R,10R,11S,12S,13Z)-3,9-bis[[(1,1-dimethylethyl) dimethylsilyl]oxy]-11-hydroxy-2,4,6,8,10,12-hexamethyl-5,13,15-hexadecatrienal). Conditions: time 20 minute. Procedure: To a stirred THF solution of methylamine (2 M, 1.01 mL, 4 eq, 2.02 mmol) is added THF (10 mL) solution of (2R,3R,4S,5Z,8S,9R,10R,11S,12S,13Z)-3,9-bis[[(1,1-dimethylethyl) dimethylsilyl]oxy]-11-hydroxy-2,4,6,8,10,12-hexamethyl-5,13,15-hexadecatrienal (300 mg, 0.505 mmol, 1 eq) at 23° C. After stirring for 20 minutes, NaBHAc3 is added followed by addition of 1 drop of AcOH. The solution is stirred for an additional 2 hours and diluted with EtOAc (10 mL), washed with aqueous saturated Na2CO3 (2×5 m... As a reaction SMILES: C1COCC1.[CH3:6][NH2:7].[CH3:8][C:9]([Si:12]([CH3:47])([CH3:46])[O:13][C@H:14]([C@@H:19]([CH3:45])/[CH:20]=[C:21](/[CH3:44])\[CH2:22][C@H:23]([CH3:43])[C@@H:24]([O:35][Si:36]([C:39]([CH3:42])([CH3:41])[CH3:40])([CH3:38])[CH3:37])[C@H:25]([CH3:34])[C@@H:26]([OH:33])[C@@H:27]([CH3:32])/[CH:28]=[CH:29]\[CH:30]=[CH2:31])[C@@H:15]([CH3:18])[CH:16]=O)([CH3:11])[CH3:10]>CC(O)=O.CCOC(C)=O>[CH3:40][C:39]([Si:36]([CH3:38])([CH3:37])[O:35][C@H:24]([C@@H:23]([CH3:43])[CH2:22]/[C:21](/[CH3:44])=[CH:20]\[C@H:19]([CH3:45])[C@@H:14]([O:13][Si:12]([C:9]([CH3:8])([CH3:11])[CH3:10])([CH3:47])[CH3:46])[C@@H:15]([CH3:18])[CH2:16][NH:7][CH3:6])[C@H:25]([CH3:34])[C@@H:26]([OH:33])[C@@H:27]([CH3:32])/[CH:28]=[CH:29]\[CH:30]=[CH2:31])([CH3:41])[CH3:42]. Yields the product CC(C)(C)[Si](O[C@@H]([C@@H]([C@H]([C@H](\C=C/C=C)C)O)C)[C@H](C\C(=C/[C@@H]([C@H]([C@H](CNC)C)O[Si](C)(C)C(C)(C)C)C)\C)C)(C)C ((3Z,5S,6S,7R,8R,9S,11Z,13S,14R,15S)-8,14-bis[[(1,1-dimethylethyl)dimethylsilyl]oxy]-5,7,9,11,13,15-hexamethyl-16-(methylamino)-1,3,11-hexadecatrien-6-ol). The solvent is CCOC(=O)C (EtOAc). The reactants are NC=1C(N(C(N(C1N)CC)=O)CC)=O (5,6-diamino-1,3-diethyluracil), FC=1C=C(C=CC(=O)O)C=CC1 (3-fluorocinnamic acid). Product: C(C)N1C(=O)N(C=2N=C(NC2C1=O)\C=C\C1=CC(=CC=C1)F)CC ((E)-1,3-Diethyl-8-(3-fluorostyryl)xanthine). Yield: 39.5%. RXN SMILES: [NH2:1][C:2]1[C:3](=[O:14])[N:4]([CH2:12][CH3:13])[C:5](=[O:11])[N:6]([CH2:9][CH3:10])[C:7]=1[NH2:8].[F:15][C:16]1[CH:17]=[C:18]([CH:24]=[CH:25][CH:26]=1)[CH:19]=[CH:20][C:21](O)=O>>[CH2:12]([N:4]1[C:3](=[O:14])[C:2]2[NH:1][C:21](/[CH:20]=[CH:19]/[C:18]3[CH:24]=[CH:25][CH:26]=[C:16]([F:15])[CH:17]=3)=[N:8][C:7]=2[N:6]([CH2:9][CH3:10])[C:5]1=[O:11])[CH3:13]. Procedure: Substantially the same procedure as in Example 7 was repeated using 3.00 g (15.1 mmol) of 5,6-diamino-1,3-diethyluracil and 2.77 g (16.7 mmol) of 3-fluorocinnamic acid. Then, the resultant crude crystals were recrystallized from dioxane/water to give 1.96 g (yield 40%) of Compound 128 as a pale yellow powder. The reactants are CC(C(=O)OC)CC=1NC2=CC=C(C=C2C1)OCC1=CC=CC=C1 (methyl 2-methyl-3-[5-benzyloxyindolyl]propanoate). The reagents and catalysts are [Pd] (palladium(0)). Solvent: C(C)O (ethanol). Reaction conditions: time 16 hour. The product is OC=1C=C2C=C(NC2=CC1)CC(C(=O)OC)C (Methyl 3-(5-hydroxyindolyl)-2-methylpropanoate). Isolated yield 84.2%. Reaction SMILES: [CH3:1][CH:2]([CH2:7][C:8]1[NH:9][C:10]2[C:15]([CH:16]=1)=[CH:14][C:13]([O:17]CC1C=CC=CC=1)=[CH:12][CH:11]=2)[C:3]([O:5][CH3:6])=[O:4]>C(O)C.[Pd]>[OH:17][C:13]1[CH:14]=[C:15]2[C:10](=[CH:11][CH:12]=1)[NH:9][C:8]([CH2:7][CH:2]([CH3:1])[C:3]([O:5][CH3:6])=[O:4])=[CH:16]2. Reported procedure: A mixture of methyl 2-methyl-3-[5-benzyloxyindolyl]propanoate (0.18 g, 0.56 mmol), as prepared in the preceding step, 10% palladium(0) on carbon (0.018 g) in ethanol (10 mL) was stirred at ambient temperature under hydrogen (balloon) overnight (16 h). The catalyst was removed by filtration through Celite. The filtrate was concentrated to give the title compound as a light brown oil (0.11 g, 85%) which was used directly in the next reaction. The reactants are N1(CCOCC1)C1=NC=C(C=C1C(F)(F)F)C#N (2-(morpholin-4-yl)-3-trifluoromethyl-5-cyanopyridine), [OH-].[Na+].CCO (NaOH EtOH). The product is FC(C=1C(=NC=C(C(=O)O)C1)N1CCOCC1)(F)F (5-Trifluoromethyl-6-(morpholin-4-yl)-nicotinic acid). RXN SMILES: [N:1]1([C:7]2[C:12]([C:13]([F:16])([F:15])[F:14])=[CH:11]C(C#N)=[CH:9][N:8]=2)[CH2:6][CH2:5][O:4][CH2:3][CH2:2]1.[OH-:19].[Na+].[CH3:21][CH2:22][OH:23]>>[F:14][C:13]([F:16])([F:15])[C:12]1[C:7]([N:1]2[CH2:6][CH2:5][O:4][CH2:3][CH2:2]2)=[N:8][CH:9]=[C:21]([CH:11]=1)[C:22]([OH:19])=[O:23] |f:1.2.3|. Reported procedure: A solution of 249 mg (0.97 mmol) of 2-(morpholin-4-yl)-3-trifluoromethyl-5-cyanopyridine (from Step D) in 5 mL 1:1 v/v 5 N NaOH/EtOH was heated at reflux for 1 h. The mixture was cooled and partitioned between 20 mL of ether and 20 mL of water. The aqueous layer was separated and adjusted to pH=4 with conc. HCl. The precipitated solid was filtered, rinsed with water and dried to afford 138 mg of the title compound: 1H NMR (500 MHz, CD3OD) δ 3.52 (app t, J=5.0, 4H), 3.78 (app t, J=5.0, 4H), 8.40 ...